This data is from the Open Reaction Database (ORD), a public repository of structured organic reaction records. The task is: describe an organic reaction: reactants, conditions, products, and yield The reactants are FC=1C=C(C=NC1)C1=CC=2OCCNC2N=C1 (7-(5-fluoro-pyridin-3-yl)-3,4-dihydro-2H-pyrido[3,2-b][1,4]oxazine), N1=CC=CC=C1 (pyridine), C(C)(=O)Cl (acetyl chloride). Run in C(Cl)Cl (DCM). Conditions: time 16 hour. Yields the product FC=1C=C(C=NC1)C1=CC=2OCCN(C2N=C1)C(C)=O (1-[7-(5-Fluoro-pyridin-3-yl)-2,3-dihydro-pyrido[3,2-b][1,4]oxazin-4-yl]-ethanone). Isolated yield 13.2%. RXN SMILES: [F:1][C:2]1[CH:3]=[C:4]([C:8]2[CH:17]=[N:16][C:15]3[NH:14][CH2:13][CH2:12][O:11][C:10]=3[CH:9]=2)[CH:5]=[N:6][CH:7]=1.N1C=CC=CC=1.[C:24](Cl)(=[O:26])[CH3:25]>C(Cl)Cl>[F:1][C:2]1[CH:3]=[C:4]([C:8]2[CH:17]=[N:16][C:15]3[N:14]([C:24](=[O:26])[CH3:25])[CH2:13][CH2:12][O:11][C:10]=3[CH:9]=2)[CH:5]=[N:6][CH:7]=1. Procedure details: To a solution of 7-(5-fluoro-pyridin-3-yl)-3,4-dihydro-2H-pyrido[3,2-b][1,4]oxazine (350 mg, 1.5 mmol) (which is synthesized according to the procedure for Step 1 of Example 12) in DCM (100 mL) is added pyridine (1.7 g 18 mmol), then acetyl chloride (710 mg 9.1 mmol) is added dropwise. The solution is stirred at room temperature for 16 hrs and the solvent is removed. The residue is purified by preparative HPLC to give 54 mg of the titled product. Starting materials: C(C)(=O)OCC (ethyl acetate), C(C)(C)(C)C=1C=CC=C2C(CCSC12)(C)C (8-tert-butyl-4,4-dimethylthiochromane), [Cl-] (chloride), [Sn](Cl)(Cl)(Cl)Cl (tin tetrachloride), C1=CC=CC=C1 (benzene). Solvent: CCOCC (ether). Conditions: temperature 0 celsius, time 1 hour. Product: C(C)(C)(C)C=1C=C(C=C2C(CCSC12)(C)C)C(CCCC)=O (8-tert-Butyl-4,4-dimethyl-6-(1-oxopentyl)-thiochromane). Yield: 37.0%. Reaction SMILES: [C:1]([C:5]1[CH:6]=[CH:7][CH:8]=[C:9]2[C:14]=1[S:13][CH2:12][CH2:11][C:10]2([CH3:16])[CH3:15])([CH3:4])([CH3:3])[CH3:2].[Cl-].[Sn](Cl)(Cl)(Cl)Cl.C([O:26][CH2:27][CH3:28])(=O)C.[CH:29]1[CH:34]=CC=C[CH:30]=1>CCOCC>[C:1]([C:5]1[CH:6]=[C:7]([C:27](=[O:26])[CH2:28][CH2:30][CH2:29][CH3:34])[CH:8]=[C:9]2[C:14]=1[S:13][CH2:12][CH2:11][C:10]2([CH3:16])[CH3:15])([CH3:4])([CH3:2])[CH3:3]. Procedure details: To 500 mg (2.1 mmol) of 8-tert-butyl-4,4-dimethylthiochromane and 0.29 mL (2.34 mmol) of pentlanoyl chloride in 10 mL benzene at 0° C. is added 0.27 mL (2.34 mmol) of tin tetrachloride. The reaction is allowed to stir 1 hour at 0° C. and is then diluted with ether and washed with water and 10% sodium chloride. The product is purified by flash silica gel chromatography, eluting with 7:3 hexane:ethyl acetate to give 250 mg (37% yield) of the title compound. Reactants: CC1=CC(=C(C=C1C)S(=O)(=O)NC=1C=CC=C2C=CC=NC12)[N+](=O)[O-] (4,5-dimethyl-2-nitro-N-quinolin-8-yl-benzenesulfonamide), CC1=CC(=C(C=C1C)S(=O)(=O)NC=1C=CC=C2C=CC=NC12)[N+](=O)[O-] (4,5-dimethyl-2-nitro-N-quinolin-8-yl-benzenesulfonamide), O.O.[Sn](Cl)Cl (tin (II) chloride dihydrate). Product: NC1=C(C=C(C(=C1)C)C)S(=O)(=O)NC=1C=CC=C2C=CC=NC12 (2-Amino-4,5-dimethyl-N-quinolin-8-yl-benzenesulfonamide). The yield is 65.3%. RXN SMILES: [CH3:1][C:2]1[C:7]([CH3:8])=[CH:6][C:5]([S:9]([NH:12][C:13]2[CH:14]=[CH:15][CH:16]=[C:17]3[C:22]=2[N:21]=[CH:20][CH:19]=[CH:18]3)(=[O:11])=[O:10])=[C:4]([N+:23]([O-])=O)[CH:3]=1.O.O.[Sn](Cl)Cl>>[NH2:23][C:4]1[CH:3]=[C:2]([CH3:1])[C:7]([CH3:8])=[CH:6][C:5]=1[S:9]([NH:12][C:13]1[CH:14]=[CH:15][CH:16]=[C:17]2[C:22]=1[N:21]=[CH:20][CH:19]=[CH:18]2)(=[O:11])=[O:10] |f:1.2.3|. Procedure details: In a similar fashion using route 15 general procedure 29, 4,5-dimethyl-2-nitro-N-quinolin-8-yl-benzenesulfonamide (Intermediate 147) (0.52 g, 1.45 mmol) and tin (II) chloride dihydrate (1.37 g, 7.26 mmol) gave the title compound (0.31 g, 66%). The reactants are CC(C)([O-])C.[K+] (Potassium tert-butoxide), C1(CCCCC1)P(C1(C(=C(C=C(C1)C(C)C)C(C)C)C1=CC=CC=C1)C(C)C)C1CCCCC1 (2-dicyclohexylphosphino-2,4,6-triisopropyl-biphenyl), ClC1=CC=C2C(=NC=NC2=C1)N1CCCC1 (7-chloro-4-(pyrrolidin-1-yl)quinazoline), N1(CCNCC1)C(=O)OC(C)(C)C (tert-butyl piperazine-1-carboxylate). The reagents and catalysts are C=1C=CC(=CC1)/C=C/C(=O)/C=C/C2=CC=CC=C2.C=1C=CC(=CC1)/C=C/C(=O)/C=C/C2=CC=CC=C2.C=1C=CC(=CC1)/C=C/C(=O)/C=C/C2=CC=CC=C2.[Pd].[Pd] (tris-(dibenzylideneacetone)-dipalladium). Run in C1(=CC=CC=C1)C (toluene), C(C)(=O)OCC (ethyl acetate), O (water). Reaction conditions: temperature 100 celsius. Yields the product N1(CCCC1)C1=NC=NC2=CC(=CC=C12)N1CCN(CC1)C(=O)OC(C)(C)C (tert-butyl 4-(4-(pyrrolidin-1-yl)quinazolin-7-yl)piperazine-1-carboxylate). Reaction SMILES: CC(C)([O-])C.[K+].C1(P(C2CCCCC2)C2(C(C)C)CC(C(C)C)=CC(C(C)C)=C2C2C=CC=CC=2)CCCCC1.Cl[C:42]1[CH:51]=[C:50]2[C:45]([C:46]([N:52]3[CH2:56][CH2:55][CH2:54][CH2:53]3)=[N:47][CH:48]=[N:49]2)=[CH:44][CH:43]=1.[N:57]1([C:63]([O:65][C:66]([CH3:69])([CH3:68])[CH3:67])=[O:64])[CH2:62][CH2:61][NH:60][CH2:59][CH2:58]1>C1(C)C=CC=CC=1.C1C=CC(/C=C/C(/C=C/C2C=CC=CC=2)=O)=CC=1.C1C=CC(/C=C/C(/C=C/C2C=CC=CC=2)=O)=CC=1.C1C=CC(/C=C/C(/C=C/C2C=CC=CC=2)=O)=CC=1.[Pd].[Pd].C(OCC)(=O)C.O>[N:52]1([C:46]2[C:45]3[C:50](=[CH:51][C:42]([N:60]4[CH2:59][CH2:58][N:57]([C:63]([O:65][C:66]([CH3:69])([CH3:68])[CH3:67])=[O:64])[CH2:62][CH2:61]4)=[CH:43][CH:44]=3)[N:49]=[CH:48][N:47]=2)[CH2:56][CH2:55][CH2:54][CH2:53]1 |f:0.1,6.7.8.9.10|. Procedure details: Potassium tert-butoxide (998 mg, 8.99 mmol), 2-dicyclohexylphosphino-2,4,6-triisopropyl-biphenyl (X-Phos) (79 mg, 0.18 mmol) and tris-(dibenzylideneacetone)-dipalladium [Pd2(dba)3] (36 mg, 0.036 mmol) were added, under nitrogen, to a mixture of 7-chloro-4-(pyrrolidin-1-yl)quinazoline (A) (840 mg, 3.59 mmol) and tert-butyl piperazine-1-carboxylate (1.0 g, 5.39 mmol) in toluene (49 ml). The reaction mixture was then heated for 15 h at 100° C. The reaction mixture was cooled to room temperature, an...